From a dataset of the Open Reaction Database (ORD), a public repository of structured organic reaction records. describe an organic reaction: reactants, conditions, products, and yield Reaction SMILES: [C:1]([CH3:2])(=[O:3])[c:4]1[c:5]2[cH:6][cH:7][c:8](=[O:22])[nH:9][c:10]2[cH:11][c:12]([O:14][CH2:15][c:16]2[cH:17][cH:18][cH:19][cH:20][cH:21]2)[cH:13]1.[CH3:38][C:39](=[O:40])[OH:41].[Cl:23][CH:24]([Cl:25])[CH3:26].[Na+:27].[Na+:28].[Na+:37].[O-:29][C:30](=[O:31])[O-:32].[OH2:42].[S:33](=[O:34])([OH:35])[O-:36]>>[C:1]([CH2:2][Cl:23])(=[O:3])[c:4]1[c:5]2[cH:6][cH:7][c:8](=[O:22])[nH:9][c:10]2[cH:11][c:12]([O:14][CH2:15][c:16]2[cH:17][cH:18][cH:19][cH:20][cH:21]2)[cH:13]1. Yields the product O=C(CCl)c1cc(OCc2ccccc2)cc2[nH]c(=O)ccc12. Reactants: CC(=O)c1cc(OCc2ccccc2)cc2[nH]c(=O)ccc12, CC(=O)O, CC(Cl)Cl, [Na+], [Na+], [Na+], O=C([O-])[O-], O, O=S([O-])O.